Task: describe an organic reaction: reactants, conditions, products, and yield. Dataset: the Open Reaction Database (ORD), a public repository of structured organic reaction records Procedure details: 0.17 ml (0.17 mmol) of a 1N aqueous solution of sodium hydroxide was added, whilst ice-cooling, to a solution of 63 mg (0.16 mmol) of (3S)-1-t-butoxycarbonyl-3-benzoyloxy-N-t-butyl-L-prolinamide [prepared as described in step (c) above] in 1 ml of methanol and the mixture was stirred at 0° C. for 30 minutes. At the end of this time, the reaction mixture was neutralized with 1N aqueous hydrochloric acid, and the solvent was removed by distillation under reduced pressure. The resulting residue was... Conditions: temperature 0 celsius, time 30 minute. The reactants are Cl (hydrochloric acid), aqueous solution, [OH-].[Na+] (sodium hydroxide), C(C)(C)(C)OC(=O)N1[C@H](C(=O)NC(C)(C)C)[C@H](CC1)OC(C1=CC=CC=C1)=O ((3S)-1-t-butoxycarbonyl-3-benzoyloxy-N-t-butyl-L-prolinamide). Yield: 78.6%. The product is C(C)(C)(C)OC(=O)N1[C@H](C(=O)NC(C)(C)C)[C@H](CC1)O ((3S)-1-t-Butoxycarbonyl-3-hydroxy-N-t-butyl-L-prolinamide). The solvent is CO (methanol). As a reaction SMILES: [OH-].[Na+].[C:3]([O:7][C:8]([N:10]1[CH2:21][CH2:20][C@H:19]([O:22]C(=O)C2C=CC=CC=2)[C@H:11]1[C:12]([NH:14][C:15]([CH3:18])([CH3:17])[CH3:16])=[O:13])=[O:9])([CH3:6])([CH3:5])[CH3:4].Cl>CO>[C:3]([O:7][C:8]([N:10]1[CH2:21][CH2:20][C@H:19]([OH:22])[C@H:11]1[C:12]([NH:14][C:15]([CH3:17])([CH3:16])[CH3:18])=[O:13])=[O:9])([CH3:4])([CH3:5])[CH3:6] |f:0.1|. The reactants are Cc1c(CO)c2c(c(C)c1NC(=O)NC(C)(C)C)C(c1ccc(C(C)C)cc1)CO2, CCOC(C)=O, CCCCCC, ClC(Cl)Cl. The product is Cc1c(C)c2c(c(C)c1NC(=O)NC(C)(C)C)C(c1ccc(C(C)C)cc1)CO2. Reaction SMILES: [C:1]([CH3:2])([CH3:3])([CH3:4])[NH:5][C:6](=[O:7])[NH:8][c:9]1[c:10]([CH3:30])[c:11]([CH2:28][OH:29])[c:12]2[c:13]([c:26]1[CH3:27])[CH:14]([c:17]1[cH:18][cH:19][c:20]([CH:23]([CH3:24])[CH3:25])[cH:21][cH:22]1)[CH2:15][O:16]2.[C:37]([O:38][CH2:39][CH3:40])(=[O:41])[CH3:42].[CH3:31][CH2:32][CH2:33][CH2:34][CH2:35][CH3:36].[CH:43]([Cl:44])([Cl:45])[Cl:46]>>[C:1]([CH3:2])([CH3:3])([CH3:4])[NH:5][C:6](=[O:7])[NH:8][c:9]1[c:10]([CH3:30])[c:11]([CH3:28])[c:12]2[c:13]([c:26]1[CH3:27])[CH:14]([c:17]1[cH:18][cH:19][c:20]([CH:23]([CH3:24])[CH3:25])[cH:21][cH:22]1)[CH2:15][O:16]2. Starting materials: FC(F)(F)c1ccc(CCl)cn1, O=C(c1ccc(O)cc1)N1CCCC1CN1CCCC1. Product: O=C(c1ccc(OCc2ccc(C(F)(F)F)nc2)cc1)N1CCCC1CN1CCCC1. Reaction SMILES: [Cl:21][CH2:22][c:23]1[cH:24][n:25][c:26]([C:29]([F:30])([F:31])[F:32])[cH:27][cH:28]1.[OH:1][c:2]1[cH:3][cH:4][c:5]([C:8](=[O:9])[N:10]2[CH:11]([CH2:15][N:16]3[CH2:17][CH2:18][CH2:19][CH2:20]3)[CH2:12][CH2:13][CH2:14]2)[cH:6][cH:7]1>>[O:1]([c:2]1[cH:3][cH:4][c:5]([C:8](=[O:9])[N:10]2[CH:11]([CH2:15][N:16]3[CH2:17][CH2:18][CH2:19][CH2:20]3)[CH2:12][CH2:13][CH2:14]2)[cH:6][cH:7]1)[CH2:22][c:23]1[cH:24][n:25][c:26]([C:29]([F:30])([F:31])[F:32])[cH:27][cH:28]1. The reactants are ClC1=NC(=C(C(=N1)C)Br)C (2-Chloro-4,6-dimethyl-5-bromopyrimidine), C1=CC=C(C=C1)CS (benzylthiol), CC[O-].[Na+] (NaOEt). Run in C(C)O (ethanol). Reaction conditions: time 70 minute. The product is C(C1=CC=CC=C1)SC1=NC(=C(C(=N1)C)Br)C (2-Benzylthio-4,6-dimethyl-5-bromopyrimidine). The yield is 94.0%. As a reaction SMILES: Cl[C:2]1[N:7]=[C:6]([CH3:8])[C:5]([Br:9])=[C:4]([CH3:10])[N:3]=1.[CH:11]1[CH:16]=[CH:15][C:14]([CH2:17][SH:18])=[CH:13][CH:12]=1.CC[O-].[Na+]>C(O)C>[CH2:17]([S:18][C:2]1[N:7]=[C:6]([CH3:8])[C:5]([Br:9])=[C:4]([CH3:10])[N:3]=1)[C:14]1[CH:15]=[CH:16][CH:11]=[CH:12][CH:13]=1 |f:2.3|. Reported procedure: 2-Chloro-4,6-dimethyl-5-bromopyrimidine (10 mmol) was added to a solution of benzylthiol (11 mmol) and 0.138 M NaOEt in ethanol (80 ml). The mixture was stirred at room temperature for 70 min and then heated under reflux for 40 min. The solvent was then distilled off, the residue extracted with chloroform (50 ml), the chloroform solution washed with 2 M NaOH and the dried (MgSO4) solution evaporated to leave the sulfide which was purified by distillation; yield 94%, b.p. 232°-234° C./15 mmHg. 1H... Reactants: ClC1=CC(=C(C=C1)N=C=S)C (4-chloro-2-methyl-phenyl isothiocyanate), NC=1OC=C(N1)C (2-amino-4-methyloxazole), C(Cl)Cl.CO (CH2Cl2 CH3OH). The solvent is CC#N (CH3CN). Yields the product ClC1=CC(=C(C=C1)NC(=S)NC=1OC=C(N1)C)C (1-(4-Chloro-2-methyl-phenyl)-3-(4-methyl-oxazol-2-yl)-thiourea). As a reaction SMILES: [Cl:1][C:2]1[CH:7]=[CH:6][C:5]([N:8]=[C:9]=[S:10])=[C:4]([CH3:11])[CH:3]=1.[NH2:12][C:13]1[O:14][CH:15]=[C:16]([CH3:18])[N:17]=1.C(Cl)Cl.CO>CC#N>[Cl:1][C:2]1[CH:7]=[CH:6][C:5]([NH:8][C:9]([NH:12][C:13]2[O:14][CH:15]=[C:16]([CH3:18])[N:17]=2)=[S:10])=[C:4]([CH3:11])[CH:3]=1 |f:2.3|. Reported procedure: Prepared using Method A from 4.04 g (22 mmol) of 4-chloro-2-methyl-phenyl isothiocyanate and 2.16 g (22 mmol) of 2-amino-4-methyloxazole to give 4.5 g of crude title compound. Pure title compound was obtained by flash chromatography (silica Merck 60, CH2Cl2—CH3OH, 19:1) and crystallization from CH3CN to give 2.12 g of the title compound as a yellow solid (72.5% yield, m.p. 214° C. with decomposition). Reactants: CC1=CC=C(C=N1)C(=O)OC (Methyl 6-methyl-3-pyridinecarboxylate), BrCC(C)=O (bromoacetone). As a reaction SMILES: [CH3:1][C:2]1[N:7]=[CH:6][C:5]([C:8]([O:10][CH3:11])=[O:9])=[CH:4][CH:3]=1.Br[CH2:13][C:14](=O)[CH3:15]>CC(C)=O>[CH3:15][C:14]1[CH:1]=[C:2]2[N:7]([CH:13]=1)[CH:6]=[C:5]([C:8]([O:10][CH3:11])=[O:9])[CH:4]=[CH:3]2. Isolated yield 48.3%. Yields the product CC=1C=C2C=CC(=CN2C1)C(=O)OC (Methyl 2-methylindolizine-6carboxylate). The solvent is CC(=O)C (acetone). Reported procedure: Methyl 6-methyl-3-pyridinecarboxylate (9.83 g) and bromoacetone (11.8 g) were mixed in acetone (98 ml) and the mixture was refluxed under heating for 20 hr. The solvent was evaporated under reduced pressure and the residue was dissolved in methanol (98 ml). Sodium hydrogencarbonate (16.4 g) was added and the mixture was refluxed under heating for 24 hr. The reaction mixture was concentrated under reduced pressure, water was added and the precipitate was collected by filtration. This was recrysta... Reactants: ClC1=C(C=NC=C1C#N)I (4-chloro-5-iodonicotinonitrile), NC=1C(=C2C=CNC2=CC1)C (5-amino-4-methylindole). Procedure details: A mixture of 4-chloro-5-iodonicotinonitrile (5.0 g, 18.9 mmol) and 5-amino-4-methylindole (3.0 g, 20.8 mmol) in EtOH (100 mL) was heated at reflux for 3 days, cooled to r.t. and diluted with saturated aq. Na2SO4 (300 mL). The precipitated solids were collected by filtration, washed with water and dried to give 5.3 g (75%) of 5-iodo-4-[(4-methyl-1H-indol-5-yl)amino]nicotinonitrile as a grey solid. Melting range: 192-194° C.; MS (M+H+): 375.1. The yield is 74.9%. RXN SMILES: Cl[C:2]1[C:7]([C:8]#[N:9])=[CH:6][N:5]=[CH:4][C:3]=1[I:10].[NH2:11][C:12]1[C:13]([CH3:21])=[C:14]2[C:18](=[CH:19][CH:20]=1)[NH:17][CH:16]=[CH:15]2>CCO.[O-]S([O-])(=O)=O.[Na+].[Na+]>[I:10][C:3]1[CH:4]=[N:5][CH:6]=[C:7]([C:2]=1[NH:11][C:12]1[C:13]([CH3:21])=[C:14]2[C:18](=[CH:19][CH:20]=1)[NH:17][CH:16]=[CH:15]2)[C:8]#[N:9] |f:3.4.5|. The solvent is CCO (EtOH), [O-]S(=O)(=O)[O-].[Na+].[Na+] (Na2SO4). The product is IC=1C=NC=C(C#N)C1NC=1C(=C2C=CNC2=CC1)C (5-iodo-4-[(4-methyl-1H-indol-5-yl)amino]nicotinonitrile).